Dataset: the Open Reaction Database (ORD), a public repository of structured organic reaction records. Task: describe an organic reaction: reactants, conditions, products, and yield Starting materials: OC12C=CC(C3(C24CCN(C1CC1=CC=C(C(=C14)O3)OC)C)CO)=O (4a-hydroxy-7a-(hydroxymethyl)-9-methoxy-3-methyl-2,3,4,4a-tetrahydro-1H-4,12-methanobenzofuro[3,2-e]isoquinolin-7(7aH)-one), acetic acid Pd/C. Run in C(C)O (ethanol). Product: olefin, OC12CCC(C3(C24CCN(C1CC1=CC=C(C(=C14)O3)OC)C)CO)=O (4a-hydroxy-7a-(hydroxymethyl)-9-methoxy-3-methyl-2,3,4,4a,5,6-hexahydro-1H-4,12-methanobenzofuro[3,2-e]isoquinolin-7(7aH)-one). Yield: 69.9%. Reaction SMILES: [OH:1][C:2]12[CH:11]3[CH2:12][C:13]4[C:18]5[C:7]1([CH2:8][CH2:9][N:10]3[CH3:22])[C:6]([CH2:23][OH:24])([O:19][C:17]=5[C:16]([O:20][CH3:21])=[CH:15][CH:14]=4)[C:5](=[O:25])[CH:4]=[CH:3]2>C(O)C>[OH:1][C:2]12[CH:11]3[CH2:12][C:13]4[C:18]5[C:7]1([CH2:8][CH2:9][N:10]3[CH3:22])[C:6]([CH2:23][OH:24])([O:19][C:17]=5[C:16]([O:20][CH3:21])=[CH:15][CH:14]=4)[C:5](=[O:25])[CH2:4][CH2:3]2. Procedure: To a solution of 5-(hydroxymethyl)-14-hydroxycodeinone 4 (0.13 g, 0.379 mmol) in 5 mL of 1:1 ethanol-glacial acetic acid Pd/C (10%, 15 mg) was added. The mixture was evacuated and filled with H2 gas in a hydrogenation flask and maintained under 40 psi H2 pressure for 4 h. The reaction mixture was filtered through celite, the solvent was evaporated and the residue was basified with aqueous ammonia prior to CHCl3 extraction. Organic phases were combined, washed with brine, dried over anhydrous Na2... The reactants are CCCCC(CC)C(=O)[O-], C1CCOC1, CCOC1C(=O)OC(C(O)C=CC2CCCC2)C1O, Cl, NC1COc2ccccc2NC1=O, [Na+]. Product: CCOC(C(=O)NC1COc2ccccc2NC1=O)C(O)C(O)C(O)C=CC1CCCC1. As a reaction SMILES: [CH2:34]([CH:35]([CH2:36][CH2:37][CH2:38][CH3:39])[C:40]([O-:41])=[O:42])[CH3:43].[CH2:45]1[O:46][CH2:47][CH2:48][CH2:49]1.[CH:1]1([CH:6]=[CH:7][CH:8]([OH:9])[CH:10]2[CH:11]([OH:19])[CH:12]([O:16][CH2:17][CH3:18])[C:13](=[O:15])[O:14]2)[CH2:2][CH2:3][CH2:4][CH2:5]1.[ClH:20].[NH2:21][CH:22]1[CH2:23][O:24][c:25]2[c:26]([cH:30][cH:31][cH:32][cH:33]2)[NH:27][C:28]1=[O:29].[Na+:44]>>[CH:1]1([CH:6]=[CH:7][CH:8]([OH:9])[CH:10]([CH:11]([CH:12]([C:13](=[O:15])[NH:21][CH:22]2[CH2:23][O:24][c:25]3[c:26]([cH:30][cH:31][cH:32][cH:33]3)[NH:27][C:28]2=[O:29])[O:16][CH2:17][CH3:18])[OH:19])[OH:14])[CH2:2][CH2:3][CH2:4][CH2:5]1. RXN SMILES: [C:10](=[O:11])([O-:12])[O-:13].[C:16]([CH3:17])([CH3:18])([CH3:19])[O:20][C:21](=[O:22])[N:23]1[CH2:24][CH2:25][CH:26]([O:29][S:30]([CH3:31])(=[O:32])=[O:33])[CH2:27][CH2:28]1.[Cl:1][c:2]1[c:3]([OH:9])[cH:4][c:5]([F:8])[cH:6][cH:7]1.[Cs+:14].[Cs+:15].[O:34]=[CH:35][N:36]([CH3:37])[CH3:38].[OH2:39]>>[Cl:1][c:2]1[c:3]([O:9][CH:26]2[CH2:25][CH2:24][N:23]([C:21]([O:20][C:16]([CH3:17])([CH3:18])[CH3:19])=[O:22])[CH2:28][CH2:27]2)[cH:4][c:5]([F:8])[cH:6][cH:7]1. Yields the product CC(C)(C)OC(=O)N1CCC(Oc2cc(F)ccc2Cl)CC1. Reactants: O=C([O-])[O-], CC(C)(C)OC(=O)N1CCC(OS(C)(=O)=O)CC1, Oc1cc(F)ccc1Cl, [Cs+], [Cs+], CN(C)C=O, O. Reactants: FC1(CC(C1)C(=O)O)F (3,3-difluorocyclobutanecarboxylic acid), S(=O)(Cl)Cl (thionyl chloride), O1C(OCCC1)C1=CC(=C(C=C1)C=1SC2=NC(=CC=C2N1)[Sn](C)(C)C)F (2-(4-(1,3-Dioxan-2-yl)-2-fluorophenyl)-5-(trimethylstannyl)thiazolo[5,4-b]pyridine). Run in C1(=CC=CC=C1)C (toluene). Run at temperature 80 celsius, time 16 hour. Product: O1C(OCCC1)C1=CC(=C(C=C1)C=1SC2=NC(=CC=C2N1)C(=O)C1CC(C1)(F)F)F ((2-(4-(1,3-dioxan-2-yl)-2-fluorophenyl)thiazolo[5,4-b]pyridin-5-yl)(3,3-difluorocyclobutyl)methanone). As a reaction SMILES: [F:1][C:2]1([F:9])[CH2:5][CH:4]([C:6]([OH:8])=O)[CH2:3]1.S(Cl)(Cl)=O.[O:14]1[CH2:19][CH2:18][CH2:17][O:16][CH:15]1[C:20]1[CH:25]=[CH:24][C:23]([C:26]2[S:27][C:28]3[C:33]([N:34]=2)=[CH:32][CH:31]=[C:30]([Sn](C)(C)C)[N:29]=3)=[C:22]([F:39])[CH:21]=1>C1(C)C=CC=CC=1>[O:16]1[CH2:17][CH2:18][CH2:19][O:14][CH:15]1[C:20]1[CH:25]=[CH:24][C:23]([C:26]2[S:27][C:28]3[C:33]([N:34]=2)=[CH:32][CH:31]=[C:30]([C:6]([CH:4]2[CH2:3][C:2]([F:1])([F:9])[CH2:5]2)=[O:8])[N:29]=3)=[C:22]([F:39])[CH:21]=1. Procedure details: A solution of 3,3-difluorocyclobutanecarboxylic acid (542.6 mg, 3.99 mmol) in thionyl chloride (5.24 mL, 71.8 mmol) was heated at 70° C. for 1 h and then concentrated in vacuo. 2-(4-(1,3-Dioxan-2-yl)-2-fluorophenyl)-5-(trimethylstannyl)thiazolo[5,4-b]pyridine (1.08 g, 2.254 mmol) was added to the residue, and the mixture was taken up in toluene (20.0 mL) and stirred under argon at 80° C. for 16 h. The reaction mixture was then concentrated onto silica gel and chromatographically purified (0-60% ... Reactants: C=C[Sn](CCCC)(CCCC)CCCC, [Cl-], CC(C)(C)c1c(F)cc(OS(=O)(=O)C(F)(F)F)cc1F, [Li+], CN(C)C=O. Yields the product C=Cc1cc(F)c(C(C)(C)C)c(F)c1. RXN SMILES: [CH:21](=[CH2:22])[Sn:23]([CH2:24][CH2:25][CH2:26][CH3:27])([CH2:28][CH2:29][CH2:30][CH3:31])[CH2:32][CH2:33][CH2:34][CH3:35].[Cl-:37].[F:1][C:2]([F:3])([F:4])[S:5]([O:6][c:7]1[cH:8][c:9]([F:18])[c:10]([C:14]([CH3:15])([CH3:16])[CH3:17])[c:11]([F:13])[cH:12]1)(=[O:19])=[O:20].[Li+:36].[O:38]=[CH:39][N:40]([CH3:41])[CH3:42]>>[c:7]1([CH:21]=[CH2:22])[cH:8][c:9]([F:18])[c:10]([C:14]([CH3:15])([CH3:16])[CH3:17])[c:11]([F:13])[cH:12]1. Reactants: C(#N)[BH3-].[Na+] (Sodium cyanoborohydride), N1[C@H](CCC1)C1=CC=C(S1)C1=NC2=C(N1)C=CC=C2C(=O)N (2-(5-((2R)-pyrrolidin-2-yl)thien-2-yl)-1H-benzimidazole-4-carboxamide), C=O (formaldehyde). The solvent is CO (methanol), O (water). Run at time 8 hour. The product is CN1[C@H](CCC1)C1=CC=C(S1)C1=NC2=C(N1)C=CC=C2C(=O)N (2-(5-((2R)-1-methylpyrrolidin-2-yl)thien-2-yl)-1H-benzimidazole-4-carboxamide). Reaction SMILES: [NH:1]1[CH2:5][CH2:4][CH2:3][C@@H:2]1[C:6]1[S:10][C:9]([C:11]2[NH:15][C:14]3[CH:16]=[CH:17][CH:18]=[C:19]([C:20]([NH2:22])=[O:21])[C:13]=3[N:12]=2)=[CH:8][CH:7]=1.C=O.[C:25]([BH3-])#N.[Na+]>CO.O>[CH3:25][N:1]1[CH2:5][CH2:4][CH2:3][C@@H:2]1[C:6]1[S:10][C:9]([C:11]2[NH:15][C:14]3[CH:16]=[CH:17][CH:18]=[C:19]([C:20]([NH2:22])=[O:21])[C:13]=3[N:12]=2)=[CH:8][CH:7]=1 |f:2.3|. Procedure details: A solution of EXAMPLE 16D (50 mg) in methanol (20 mL) was treated with 37 wt % formaldehyde in water (114 μL) and stirred overnight. Sodium cyanoborohydride (315 mg) was added, and the solution was stirred for 3 hours and concentrated. The concentrate was dissolved in methanol and TFA, and purified by HPLC (Zorbax C-8, 0.1% TFA/acetonitrile/water). 1H NMR (CD3OD) δ 2.30 (m, 2H), 2.47 (m, 1H), 2.74 (m, 1H), 2.94 (s, 3H), 3.31-3.40 (m, 1H), 3.88 (m, 1H), 4.81 (m, 1H), 7.40 (t, J=7.7 Hz, 1H), 7.51 ... The reactants are CC(C)(C)[Si](Cl)(c1ccccc1)c1ccccc1, CN(C)C=O, O, CS(=O)(=O)OCCC(O)COS(C)(=O)=O, c1c[nH]cn1. Yields the product CC(C)(C)[Si](OC(CCOS(C)(=O)=O)COS(C)(=O)=O)(c1ccccc1)c1ccccc1. RXN SMILES: [C:21]([CH3:22])([CH3:23])([CH3:24])[Si:25]([c:26]1[cH:27][cH:28][cH:29][cH:30][cH:31]1)([c:32]1[cH:33][cH:34][cH:35][cH:36][cH:37]1)[Cl:38].[CH3:40][N:41]([CH3:42])[CH:43]=[O:44].[OH2:39].[OH:1][CH:2]([CH2:3][CH2:4][O:5][S:6](=[O:7])(=[O:8])[CH3:9])[CH2:10][O:11][S:12](=[O:13])(=[O:14])[CH3:15].[nH:16]1[cH:17][cH:18][n:19][cH:20]1>>[O:1]([CH:2]([CH2:3][CH2:4][O:5][S:6](=[O:7])(=[O:8])[CH3:9])[CH2:10][O:11][S:12](=[O:13])(=[O:14])[CH3:15])[Si:25]([C:21]([CH3:22])([CH3:23])[CH3:24])([c:26]1[cH:27][cH:28][cH:29][cH:30][cH:31]1)[c:32]1[cH:33][cH:34][cH:35][cH:36][cH:37]1.